This data is from the Open Reaction Database (ORD), a public repository of structured organic reaction records. The task is: describe an organic reaction: reactants, conditions, products, and yield Reactants: CC(C)(C)c1cc(Br)cc([N+](=O)[O-])c1O, O=C([O-])[O-], CN(C)C=O, CI, [K+], [K+]. Product: COc1c([N+](=O)[O-])cc(Br)cc1C(C)(C)C. As a reaction SMILES: [Br:9][c:10]1[cH:11][c:12]([C:20]([CH3:21])([CH3:22])[CH3:23])[c:13]([OH:19])[c:14]([N+:16](=[O:17])[O-:18])[cH:15]1.[C:1](=[O:2])([O-:3])[O-:4].[CH3:24][N:25]([CH3:26])[CH:27]=[O:28].[CH3:7][I:8].[K+:5].[K+:6]>>[CH3:1][O:19][c:13]1[c:12]([C:20]([CH3:21])([CH3:22])[CH3:23])[cH:11][c:10]([Br:9])[cH:15][c:14]1[N+:16](=[O:17])[O-:18].